Task: describe an organic reaction: reactants, conditions, products, and yield. Dataset: the Open Reaction Database (ORD), a public repository of structured organic reaction records Reactants: CNC, N#Cc1nc(C#N)c(Cl)nc1N, C1CCOC1. The product is CN(C)c1nc(N)c(C#N)nc1C#N. As a reaction SMILES: [CH3:13][NH:14][CH3:15].[NH2:1][c:2]1[n:3][c:4]([Cl:12])[c:5]([C:10]#[N:11])[n:6][c:7]1[C:8]#[N:9].[O:16]1[CH2:17][CH2:18][CH2:19][CH2:20]1>>[NH2:1][c:2]1[n:3][c:4]([N:14]([CH3:13])[CH3:15])[c:5]([C:10]#[N:11])[n:6][c:7]1[C:8]#[N:9].